From a dataset of the Open Reaction Database (ORD), a public repository of structured organic reaction records. describe an organic reaction: reactants, conditions, products, and yield RXN SMILES: [CH2:36]([Cl:37])[Cl:38].[Cl:25][c:26]1[cH:27][cH:28][cH:29][c:30]([C:31]([O:32][OH:34])=[O:33])[cH:35]1.[O:1]=[c:2]1[c:3](-[c:19]2[cH:20][cH:21][cH:22][cH:23][cH:24]2)[cH:4][c:5]([C:15](=[O:16])[O:17][CH3:18])[c:6]2[n:7]1[CH2:8][S:9][c:10]1[c:11]-2[s:12][cH:13][cH:14]1>>[O:1]=[c:2]1[c:3](-[c:19]2[cH:20][cH:21][cH:22][cH:23][cH:24]2)[cH:4][c:5]([C:15](=[O:16])[O:17][CH3:18])[c:6]2[n:7]1[CH2:8][S:9](=[O:33])[c:10]1[c:11]-2[s:12][cH:13][cH:14]1. The reactants are ClCCl, O=C(OO)c1cccc(Cl)c1, COC(=O)c1cc(-c2ccccc2)c(=O)n2c1-c1sccc1SC2. Product: COC(=O)c1cc(-c2ccccc2)c(=O)n2c1-c1sccc1S(=O)C2. The reactants are C1COCCO1, CNC(=O)Nc1ccc(B2OC(C)(C)C(C)(C)O2)cc1, CC12COCCN1c1nc(Cl)ncc1N(C1CC1)C2=O, [Na+], O=C([O-])O, O. Yields the product CNC(=O)Nc1ccc(-c2ncc3c(n2)N2CCOCC2(C)C(=O)N3C2CC2)cc1. As a reaction SMILES: [CH2:21]1[O:22][CH2:23][CH2:24][O:25][CH2:26]1.[CH3:27][NH:28][C:29](=[O:30])[NH:31][c:32]1[cH:33][cH:34][c:35]([B:38]2[O:39][C:40]([CH3:41])([CH3:42])[C:43]([CH3:44])([CH3:45])[O:46]2)[cH:36][cH:37]1.[Cl:1][c:2]1[n:3][c:4]2[c:9]([cH:10][n:11]1)[N:8]([CH:12]1[CH2:13][CH2:14]1)[C:7](=[O:15])[C:6]1([CH3:20])[N:5]2[CH2:19][CH2:18][O:17][CH2:16]1.[Na+:51].[O-:47][C:48]([OH:49])=[O:50].[OH2:52]>>[c:2]1(-[c:35]2[cH:34][cH:33][c:32]([NH:31][C:29]([NH:28][CH3:27])=[O:30])[cH:37][cH:36]2)[n:3][c:4]2[c:9]([cH:10][n:11]1)[N:8]([CH:12]1[CH2:13][CH2:14]1)[C:7](=[O:15])[C:6]1([CH3:20])[N:5]2[CH2:19][CH2:18][O:17][CH2:16]1. The reactants are C(C1=CC=CC=C1)OC=1C=C(C=CC1)C1CC(N(C1)C=1C=C(C#N)C=CC1)=O (3-[4-(3-benzyloxyphenyl)-2-oxo-pyrrolidin-1-yl]benzonitrile), [OH-].[Na+] (NaOH), OO (H2O2). The solvent is CCO (EtOH). Run at temperature 45 celsius, time 5 hour. Product: C(C1=CC=CC=C1)OC=1C=C(C=CC1)C1CC(N(C1)C=1C=C(C(=O)N)C=CC1)=O (3-[4-(3-benzyloxyphenyl)-2-oxo-pyrrolidin-1-yl]benzamide). The yield is 99.0%. RXN SMILES: [CH2:1]([O:8][C:9]1[CH:10]=[C:11]([CH:15]2[CH2:19][N:18]([C:20]3[CH:21]=[C:22]([CH:25]=[CH:26][CH:27]=3)[C:23]#[N:24])[C:17](=[O:28])[CH2:16]2)[CH:12]=[CH:13][CH:14]=1)[C:2]1[CH:7]=[CH:6][CH:5]=[CH:4][CH:3]=1.[OH-:29].[Na+].OO>CCO>[CH2:1]([O:8][C:9]1[CH:10]=[C:11]([CH:15]2[CH2:19][N:18]([C:20]3[CH:21]=[C:22]([CH:25]=[CH:26][CH:27]=3)[C:23]([NH2:24])=[O:29])[C:17](=[O:28])[CH2:16]2)[CH:12]=[CH:13][CH:14]=1)[C:2]1[CH:7]=[CH:6][CH:5]=[CH:4][CH:3]=1 |f:1.2|. Procedure details: To a solution of 3-[4-(3-benzyloxyphenyl)-2-oxo-pyrrolidin-1-yl]benzonitrile (1.3 g, 3.36 mmol) in 25 mL EtOH was added 25% NaOH (0.15 mL) followed by the slow addition of 1.5 mL H2O2 (30%). The reaction mixture was heated to 45° C. and stirred for 5 h. The mixture was then cooled down and concentrated under reduced pressure. The residue was dissolved in 100 mL EtOAc, washed with water and brine, dried over MgSO4 and concentrated again. The residue was purified by column chromatography on silica... The reactants are [OH-].[Na+] (sodium hydroxide), C1(CC1)N1C=C(C(C2=CC(=C(C(=C12)OC)C=1C=C2CN(CC2=CC1)S(=O)(=O)C1=CC=C(C=C1)C)F)=O)C(=O)O (1-cyclopropyl-6-fluoro-8-methoxy-7-[2-(p-toluenesulfonyl)isoindolin-5-yl]-1,4-dihydro-4-oxoquinoline-3-carboxylic acid), C(=O)=O (carbon dioxide), C1(=CC=CC=C1)O (phenol), C(CC)(=O)O (propionic acid). Solvent: O (water), C(C)O (ethanol), Br (hydrobromic acid). Run at temperature 130 celsius, time 6 hour. Product: C1(CC1)N1C=C(C(C2=CC(=C(C(=C12)O)C=1C=C2CNCC2=CC1)F)=O)C(=O)O (1-cyclopropyl-6-fluoro-8-hydroxy-7-(isoindolin-5-yl)-1,4-dihydro-4-oxoquinoline-3-carboxylic acid). RXN SMILES: [CH:1]1([N:4]2[C:13]3[C:8](=[CH:9][C:10]([F:35])=[C:11]([C:16]4[CH:17]=[C:18]5[C:22](=[CH:23][CH:24]=4)[CH2:21][N:20](S(C4C=CC(C)=CC=4)(=O)=O)[CH2:19]5)[C:12]=3[O:14]C)[C:7](=[O:36])[C:6]([C:37]([OH:39])=[O:38])=[CH:5]2)[CH2:3][CH2:2]1.C1(O)C=CC=CC=1.C(O)(=O)CC.[OH-].[Na+].C(=O)=O>Br.O.C(O)C>[CH:1]1([N:4]2[C:13]3[C:8](=[CH:9][C:10]([F:35])=[C:11]([C:16]4[CH:17]=[C:18]5[C:22](=[CH:23][CH:24]=4)[CH2:21][NH:20][CH2:19]5)[C:12]=3[OH:14])[C:7](=[O:36])[C:6]([C:37]([OH:39])=[O:38])=[CH:5]2)[CH2:2][CH2:3]1 |f:3.4|. Procedure: In 0.5 ml of 47% hydrobromic acid was suspended 50 mg of 1-cyclopropyl-6-fluoro-8-methoxy-7-[2-(p-toluenesulfonyl)isoindolin-5-yl]-1,4-dihydro-4-oxoquinoline-3-carboxylic acid, and to the suspension were added 26 mg of phenol and 0.3 ml of propionic acid, after which the resulting mixture was stirred at 130° C. for six hours. The reaction mixture was concentrated under reduced pressure, and to the residue obtained were added 0.3 ml of ethanol, 0.3 ml of 1N aqueous sodium hydroxide solution and 0... Conditions: time 15 minute. The reactants are C(C)(SCC(C)(C)NC(=O)OCC1=CC=CC=C1)=O (S-2-(Benzyloxycarbonylamino)-2-methylpropyl ethanethioate), [OH-].[Na+] (sodium hydroxide), C(C)(=O)OCC (ethyl acetate). RXN SMILES: C(=O)([S:3][CH2:4][C:5]([NH:8][C:9]([O:11][CH2:12][C:13]1[CH:18]=[CH:17][CH:16]=[CH:15][CH:14]=1)=[O:10])([CH3:7])[CH3:6])C.[OH-].[Na+].C(OCC)(=O)C>CO>[SH:3][CH2:4][C:5]([NH:8][C:9](=[O:10])[O:11][CH2:12][C:13]1[CH:18]=[CH:17][CH:16]=[CH:15][CH:14]=1)([CH3:7])[CH3:6] |f:1.2|. Run in CO (methanol), hexanes. Procedure: A solution of S-2-(Benzyloxycarbonylamino)-2-methylpropyl ethanethioate (4.75 g, 16.9 mmol) in methanol (35 mL) was mixed with a 5 N sodium hydroxide solution (3 equiv, 50 mL, 50.7 mmol) and stirred at RT for 15 min. TLC (20% ethyl acetate in hexanes) analysis of reaction mixture indicated all the starting material was consumed. The organic solvent was removed under reduced pressure and the resulting aqueous solution was made acidic (˜pH 3) with 6 N HCl (9 mL) while cooled in an ice bath. The aq... The product is SCC(C)(C)NC(OCC1=CC=CC=C1)=O (benzyl 1-mercapto-2-methylpropan-2-ylcarbamate). Reactants: ClCCC=1NC2=C(N1)C=CC=C2 (2-(2-chloroethyl)benzimidazole), C(#N)NC(SC)=NC (N-cyano-N',S-dimethylisothiourea), C(CN)N (ethylenediamine), N1=C(NC2=C1C=CC=C2)CCNCCN (N-[2-(2-benzimidazolyl)ethyl]-ethylenediamine). The product is N1=C(NC2=C1C=CC=C2)CCNCCNC(=NC)NC#N (N-[2-(2-(2-Benzimidazolyl)ethylamino)ethyl]-N'-cyano-N"-methylguanidine). Reaction SMILES: ClCCC1NC2C=CC=CC=2N=1.C(N)CN.[N:17]1[C:21]2[CH:22]=[CH:23][CH:24]=[CH:25][C:20]=2[NH:19][C:18]=1[CH2:26][CH2:27][NH:28][CH2:29][CH2:30][NH2:31].[C:32]([NH:34][C:35](=[N:38][CH3:39])SC)#[N:33]>>[N:17]1[C:21]2[CH:22]=[CH:23][CH:24]=[CH:25][C:20]=2[NH:19][C:18]=1[CH2:26][CH2:27][NH:28][CH2:29][CH2:30][NH:31][C:35]([NH:34][C:32]#[N:33])=[N:38][CH3:39]. Reported procedure: Reacting 2-(2-chloroethyl)benzimidazole with ethylenediamine by the procedure of Example 34, then reacting one resulting N-[2-(2-benzimidazolyl)ethyl]-ethylenediamine with N-cyano-N',S-dimethylisothiourea by the procedure of Example 3(a) gives the title compound. The reactants are C(C1=CC=CC=C1)OC(=O)N1C[C@@H]([C@](CC1)(O)CC1=CC=CC=C1)O ((3S,4S)-4-benzyl-3,4-dihydroxy-piperidine-1-carboxylic acid benzyl ester), C(=O)(O)[O-].[Na+] (NaHCO3). Reagents/catalysts: CN(C)C=1C=CN=CC1 (DMAP). Solvent: C(Cl)Cl (CH2Cl2). Reaction conditions: time 16 hour. Product: C(C1=CC=CC=C1)OC(=O)N1CCCCC1 (piperidine-1-carboxylic acid benzyl ester). As a reaction SMILES: [CH2:1]([O:8][C:9]([N:11]1[CH2:16][CH2:15][C@:14](CC2C=CC=CC=2)(O)[C@@H:13](O)[CH2:12]1)=[O:10])[C:2]1[CH:7]=[CH:6][CH:5]=[CH:4][CH:3]=1.C([O-])(O)=O.[Na+]>CN(C1C=CN=CC=1)C.C(Cl)Cl>[CH2:1]([O:8][C:9]([N:11]1[CH2:16][CH2:15][CH2:14][CH2:13][CH2:12]1)=[O:10])[C:2]1[CH:3]=[CH:4][CH:5]=[CH:6][CH:7]=1 |f:1.2|. Reported procedure: To a solution of 43.0 g (126 mmol) (3R,4R) and (3S,4S)-4-benzyl-3,4-dihydroxy-piperidine-1-carboxylic acid benzyl ester and 23.1 g (189 mmol) DMAP in 600 ml CH2Cl2 were added dropwise under argon 500 ml (340 mmol, 0.70 N) (S)-N-trifluoroacetyl-prolinechloride. The reaction mixture was stirred for 16 hours at r.t. and then sat. NaHCO3 solution was added. The aqueous phase was extracted three times with CH2Cl2 and the combined organic layers were washed with sat. NaHCO3 and 1N HCl, dried over MgSO...